From a dataset of the Open Reaction Database (ORD), a public repository of structured organic reaction records. describe an organic reaction: reactants, conditions, products, and yield As a reaction SMILES: [CH3:1][CH2:2][O:3]/[C:4](/[O-:8])=[CH:5]/[N+]#N.[O:9]1[CH2:14][CH2:13][CH2:12][CH2:11][CH2:10]1>>[O:9]1[CH2:14][CH2:13][CH2:12][CH2:11][CH:10]1[CH2:5][C:4]([O:3][CH2:2][CH3:1])=[O:8]. Yields the product O1C(CCCC1)CC(=O)OCC (Ethyl tetrahydropyran-2-acetate). Procedure: Following the procedure of Preparative Example 14, 2.0 g (17.5 mmol) of ethyl diazo acetate was reacted with tetrahydropyran to give 1.75 g of the product as a colorless oil, bp 95°-106° C. at 20 mm Hg. Starting materials: CCO/C(=C/[N+]#N)/[O-] (ethyl diazo acetate), O1CCCCC1 (tetrahydropyran). Reactants: C1CCOC1, CC(=O)c1cccc(S(C)(=O)=O)c1, OC(c1ccccc1)(c1ccccc1)C1CCCN1. Product: CC(O)c1cccc(S(C)(=O)=O)c1. RXN SMILES: [CH2:33]1[O:34][CH2:35][CH2:36][CH2:37]1.[CH3:20][S:21](=[O:22])(=[O:23])[c:24]1[cH:25][c:26]([C:30]([CH3:31])=[O:32])[cH:27][cH:28][cH:29]1.[c:1]1([C:2]([c:3]2[cH:4][cH:5][cH:6][cH:7][cH:8]2)([CH:9]2[CH2:10][CH2:11][CH2:12][NH:13]2)[OH:14])[cH:15][cH:16][cH:17][cH:18][cH:19]1>>[CH3:20][S:21](=[O:22])(=[O:23])[c:24]1[cH:25][c:26]([CH:30]([CH3:31])[OH:32])[cH:27][cH:28][cH:29]1.